Dataset: the Open Reaction Database (ORD), a public repository of structured organic reaction records. Task: describe an organic reaction: reactants, conditions, products, and yield The reactants are BrC1=NC=CC=C1OC (2-bromo-3-methoxy-pyridine), C(#N)C=1C=CC(=C(C1)B(O)O)OC (5-cyano-2-methoxyphenylboronic acid), ClC=1C=CC(=C(C1)N1C(C=2N(C(=CC2C1=O)B1OC(C(O1)(C)C)(C)C)C(C)C)C1=CC=C(C=C1)Cl)C (5-(5-chloro-2-methyl-phenyl)-6-(4-chloro-phenyl)-1-isopropyl-2-(4,4,5,5-tetramethyl-[1,3,2]dioxaborolan-2-yl)-5,6-dihydro-1H-pyrrolo[3,4-b]pyrrol-4-one), BrC1=CC2=C(N1C(C)C)C(N(C2=O)C2=C(C=CC(=C2)Cl)C)C2=CC=C(C=C2)Cl (2-bromo-5-(5-chloro-2-methyl-phenyl)-6-(4-chloro-phenyl)-1-isopropyl-5,6-dihydro-1H-pyrrolo[3,4-b]pyrrol-4-one). The product is ClC=1C=CC(=C(C1)N1C(C=2N(C(=CC2C1=O)C1=NC=CC=C1OC)C(C)C)C1=CC=C(C=C1)Cl)C (5-(5-Chloro-2-methyl-phenyl)-6-(4-chloro-phenyl)-1-isopropyl-2-(3-methoxy-pyridin-2-yl)-5,6-dihydro-1H-pyrrolo[3,4-b]pyrrol-4-one). Reaction SMILES: Br[C:2]1[C:7]([O:8][CH3:9])=[CH:6][CH:5]=[CH:4][N:3]=1.[Cl:10][C:11]1[CH:12]=[CH:13][C:14]([CH3:45])=[C:15]([N:17]2[C:24](=[O:25])[C:23]3[CH:22]=[C:21](B4OC(C)(C)C(C)(C)O4)[N:20]([CH:35]([CH3:37])[CH3:36])[C:19]=3[CH:18]2[C:38]2[CH:43]=[CH:42][C:41]([Cl:44])=[CH:40][CH:39]=2)[CH:16]=1.BrC1N(C(C)C)C2C(C3C=CC(Cl)=CC=3)N(C3C=C(Cl)C=CC=3C)C(=O)C=2C=1.C(C1C=CC(OC)=C(B(O)O)C=1)#N>>[Cl:10][C:11]1[CH:12]=[CH:13][C:14]([CH3:45])=[C:15]([N:17]2[C:24](=[O:25])[C:23]3[CH:22]=[C:21]([C:2]4[C:7]([O:8][CH3:9])=[CH:6][CH:5]=[CH:4][N:3]=4)[N:20]([CH:35]([CH3:37])[CH3:36])[C:19]=3[CH:18]2[C:38]2[CH:39]=[CH:40][C:41]([Cl:44])=[CH:42][CH:43]=2)[CH:16]=1. Procedure: The title compound was prepared in analogy to the procedure described for Example 17 but 2-bromo-3-methoxy-pyridine [24100-18-3] and 5-(5-chloro-2-methyl-phenyl)-6-(4-chloro-phenyl)-1-isopropyl-2-(4,4,5,5-tetramethyl-[1,3,2]dioxaborolan-2-yl)-5,6-dihydro-1H-pyrrolo[3,4-b]pyrrol-4-one (Step 113.1) were used instead of 2-bromo-5-(5-chloro-2-methyl-phenyl)-6-(4-chloro-phenyl)-1-isopropyl-5,6-dihydro-1H-pyrrolo[3,4-b]pyrrol-4-one and 5-cyano-2-methoxyphenylboronic acid respectively. The title compou... Reactants: C(C=C)OC(=O)N1C[C@@H](C[C@H]1C=O)OS(=O)(=O)C ((3R,5S)-1-allyloxycarbonyl-3-methanesulfonyloxy-5-formylpyrrolidine), CC(C)([O-])C.[K+] (Potassium t-butoxide), Cl.[Cl-].S1C=2N(C=C1C[P+](C1=CC=CC=C1)(C1=CC=CC=C1)C1=CC=CC=C1)C=NC2 ((imidazo[5,1-b]thiazol-2-yl)methyltriphenylphosphonium chloride hydrochloride), C(C)(=O)OCC (Ethyl acetate). Run in C1CCOC1 (THF), C1CCOC1 (THF), CS(=O)C (dimethylsulfoxide). Conditions: time 2 hour. Product: C(C=C)OC(=O)N1C[C@@H](C[C@H]1C=CC1=CN2C(S1)=CN=C2)OS(=O)(=O)C ((3R,5S)-1-allyloxycarbonyl-3-methanesulfonyloxy-5-[2-(imidazo[5,1-b]thiazol-2-yl)vinyl]pyrrolidine). Isolated yield 56.7%. As a reaction SMILES: CC(C)([O-])C.[K+].Cl.[Cl-].[S:9]1[C:13]([CH2:14][P+](C2C=CC=CC=2)(C2C=CC=CC=2)C2C=CC=CC=2)=[CH:12][N:11]2[CH:34]=[N:35][CH:36]=[C:10]12.[CH2:37]([O:40][C:41]([N:43]1[C@H:47]([CH:48]=O)[CH2:46][C@@H:45]([O:50][S:51]([CH3:54])(=[O:53])=[O:52])[CH2:44]1)=[O:42])[CH:38]=[CH2:39].C(OCC)(=O)C>C1COCC1.CS(C)=O>[CH2:37]([O:40][C:41]([N:43]1[C@H:47]([CH:48]=[CH:14][C:13]2[S:9][C:10]3=[CH:36][N:35]=[CH:34][N:11]3[CH:12]=2)[CH2:46][C@@H:45]([O:50][S:51]([CH3:54])(=[O:52])=[O:53])[CH2:44]1)=[O:42])[CH:38]=[CH2:39] |f:0.1,2.3.4|. Reported procedure: Potassium t-butoxide (1.06 g) is added to a solution of 2.24 g of (imidazo[5,1-b]thiazol-2-yl)methyltriphenylphosphonium chloride hydrochloride in a mixture of 5 ml of THF and 5 ml of dimethylsulfoxide under ice cooling. The mixture is stirred under ice cooling for 2 hr, a solution of 1.32 g of (3R,5S)-1-allyloxycarbonyl-3-methanesulfonyloxy-5-formylpyrrolidine in 5 ml of THF, and the mixture is stirred under ice cooling for 2 hr. Ethyl acetate is added to the reaction mixture, and the mixture i... Reactants: C(C1=CC(OC)=C(O)C(OC)=C1)(=O)O (Syringic acid), CO (methanol). The reagents and catalysts are S(O)(O)(=O)=O (sulfuric acid). Product: C(C1=CC(OC)=C(O)C(OC)=C1)(=O)OC (methyl syringate). RXN SMILES: [C:1]([OH:14])(=[O:13])[C:2]1[CH:12]=[C:9]([O:10][CH3:11])[C:7]([OH:8])=[C:4]([O:5][CH3:6])[CH:3]=1.[CH3:15]O>S(=O)(=O)(O)O>[C:1]([O:14][CH3:15])(=[O:13])[C:2]1[CH:3]=[C:4]([O:5][CH3:6])[C:7]([OH:8])=[C:9]([O:10][CH3:11])[CH:12]=1. Procedure: Syringic acid was esterified by the Fischer Method using concentrated sulfuric acid as catalyst and a large excess of methanol to give a nearly quantitative yield of methyl syringate, m.p. 104°-106° C. after recrystallization from isopropanol and hexane. Reactants: COC1=C(C=O)C=CC(=C1)[N+](=O)[O-] (2-methoxy-4-nitrobenzaldehyde). Solvent: C(Cl)Cl (DCM), C(Cl)Cl (DCM), B(Br)(Br)Br (BBr3). Product: OC1=C(C=O)C=CC(=C1)[N+](=O)[O-] (2-Hydroxy-4-nitrobenzaldehyde). Isolated yield 75.9%. Reaction SMILES: C[O:2][C:3]1[CH:10]=[C:9]([N+:11]([O-:13])=[O:12])[CH:8]=[CH:7][C:4]=1[CH:5]=[O:6]>C(Cl)Cl.B(Br)(Br)Br>[OH:2][C:3]1[CH:10]=[C:9]([N+:11]([O-:13])=[O:12])[CH:8]=[CH:7][C:4]=1[CH:5]=[O:6]. Procedure: Prepared as described in the Demethylation section above using 2-methoxy-4-nitrobenzaldehyde (1.0 g, 5.52 mmol) in dry DCM (25 ml) and BBr3 in DCM (1.0 M, 16 ml, 16 mmol) to give the title compound (0.70 g, 78%) as tan plates after recrystallisation from EtOH. Starting materials: C(=O)C1=CC=C(C2=CC=CC=C12)C=O (1,4-diformylnaphthalene), C(C)(C)[Mg]Cl (isopropyl magnesium chloride), solution. Run in C1CCOC1 (THF), C1CCOC1 (THF). Conditions: time 3 hour. Yields the product C(=O)C1=CC=C(C2=CC=CC=C12)C(C(C)C)O (4-Formyl-1-(1-hydroxy-2-methylpropyl)naphthalene). Isolated yield 14.0%. As a reaction SMILES: [CH:1]([C:3]1[C:12]2[C:7](=[CH:8][CH:9]=[CH:10][CH:11]=2)[C:6]([CH:13]=[O:14])=[CH:5][CH:4]=1)=[O:2].[CH:15]([Mg]Cl)([CH3:17])[CH3:16]>C1COCC1>[CH:13]([C:6]1[C:7]2[C:12](=[CH:11][CH:10]=[CH:9][CH:8]=2)[C:3]([CH:1]([OH:2])[CH:15]([CH3:17])[CH3:16])=[CH:4][CH:5]=1)=[O:14]. Reported procedure: To a solution of 1,4-diformylnaphthalene (490 mg, 2.66 mmol) in THF (12 mL) was added dropwise at 0° C. isopropyl magnesium chloride (1.3 mL of a 2 M solution in THF). The mixture was stirred at room temperature for 3 hr, diluted with satd. NH4Cl (10 mL), and extracted with ethyl acetate (3×10 mL). The combined organic extracts were dried (MgSO4) and concentrated. Flash chromatography (silicagel, hexane:ethyl acetate, 5:1) provided the title compound (81 mg, 14%). The reactants are CCOC(=O)c1cncc(C(=O)Nc2cnc(OCC(F)(F)F)c(-c3ccc(Cl)cc3)c2)c1, C1CCOC1, CO, O. The product is O=C(O)c1cncc(C(=O)Nc2cnc(OCC(F)(F)F)c(-c3ccc(Cl)cc3)c2)c1. RXN SMILES: [CH2:1]([CH3:2])[O:3][C:4]([c:5]1[cH:6][n:7][cH:8][c:9]([C:11]([NH:12][c:13]2[cH:14][n:15][c:16]([O:26][CH2:27][C:28]([F:29])([F:30])[F:31])[c:17](-[c:19]3[cH:20][cH:21][c:22]([Cl:25])[cH:23][cH:24]3)[cH:18]2)=[O:32])[cH:10]1)=[O:33].[CH2:34]1[O:35][CH2:36][CH2:37][CH2:38]1.[CH3:39][OH:40].[OH2:41]>>[O:3]=[C:4]([c:5]1[cH:6][n:7][cH:8][c:9]([C:11]([NH:12][c:13]2[cH:14][n:15][c:16]([O:26][CH2:27][C:28]([F:29])([F:30])[F:31])[c:17](-[c:19]3[cH:20][cH:21][c:22]([Cl:25])[cH:23][cH:24]3)[cH:18]2)=[O:32])[cH:10]1)[OH:33]. Starting materials: Eudragit E, Pectin calcium pectinate, CC(=C)C(=O)OC (Eudragit), C(CCCC=O)=O (glutaraldehyde), C(C(C(C(C=O)O)O)O)O (calcium pectinate), C(C=1C(O)=CC=CC1)(=O)[O-].[Na+] (sodium salicylate), Crospovidone, [Cl-].[Ca+2].[Cl-] (calcium chloride), C(C(C(C(C=O)O)O)O)O (methoxy pectin), C1=CC=C(C(=C1)CC(=O)[O-])NC2=C(C=CC=C2Cl)Cl.[Na+] (Sodium diclofenac), CC(=C)C(=O)OC (Eudragit), Eudragit RS, C(C(C(C(C=O)O)O)O)O (calcium pectinate), C(C(C(C(C=O)O)O)O)O (Calcium pectinate), [Ca] (calcium), C(C(C(C(C=O)O)O)O)O (calcium pectinate), Crospovidone, cellulose, C(C(C(C(C=O)O)O)O)O (calcium pectinate), C(C=1C(O)=CC=CC1)(=O)[O-].[Na+] (Sodium salicylate), cellulose, C(C(C(C(C=O)O)O)O)O (calcium pectinate), C(C=1C(O)=CC=CC1)(=O)[O-].[Na+] (sodium salicylate), cellulose, Eudragit RS, ethylcellulose, Eudragit E, CC(=C)C(=O)OC (Eudragit), solution, Ethyl Cellulose. Run in C(C)O (Ethyl alcohol), O.C(C)(C)O (water isopropyl alcohol), C(C)O (ethanol), C(C)O (ethanol). Product: C(C(C(C(C=O)O)O)O)O.CC(=C)C(=O)OC (calcium pectinate Eudragit). RXN SMILES: C([O-])(=O)C1C(=CC=CC=1)O.[Na+].C1C=C(CC([O-])=O)C(NC2C(Cl)=CC=CC=2Cl)=CC=1.[Na+].[CH2:32]([OH:41])[CH:33]([OH:40])[CH:34]([OH:39])[CH:35]([OH:38])[CH:36]=[O:37].[Ca].[Cl-].[Ca+2].[Cl-].C(=O)CCCC=O.[CH3:53][C:54]([C:56]([O:58][CH3:59])=[O:57])=[CH2:55]>C(O)C.O.C(O)(C)C>[CH2:32]([OH:41])[CH:33]([OH:40])[CH:34]([OH:39])[CH:35]([OH:38])[CH:36]=[O:37].[CH3:55][C:54]([C:56]([O:58][CH3:59])=[O:57])=[CH2:53] |f:0.1,2.3,6.7.8,12.13,14.15|. Reported procedure: Eudragit E™ 100 and Eudragit RS™ were purchased from Rohm Pharma (Germany). Ethyl Cellulose was purchased from Hercules (USA). Sodium salicylate powder (BP, USP) was supplied by Merck (Germany). Sodium diclofenac was purchased from Prosintex (UK). Ethyl alcohol was USP grade. Calcium pectinate powder containing 4% and 2% calcium was prepared by the addition of calcium chloride to a suspension of low methoxy pectin (Copenhagen Pectin) in a water/isopropyl alcohol mixture. Pectin/calcium pectinate... Reactants: C(C1=CC=CC=C1)N1C2(CCC3(OCCO3)CC2)CC(C1)I (9-benzyl-11-iodo-1,4-dioxa-9-aza-dispiro[4.2.4.2]tetradecane), O1CCOC12CCC(CC2)=O (1,4-dioxa-spiro[4.5]decan-8-one). Reagents/catalysts: [OH-].[OH-].[Pd+2] (palladium hydroxide on activated carbon). The solvent is CO (methanol). Conditions: time 8 hour. The product is C(C1=CC=CC=C1)N1C2(CCC3(OCCO3)CC2)CCC1 (9-benzyl-1,4-dioxa-9-aza-dispiro[4.2.4.2]tetradecane). RXN SMILES: [CH2:1]([N:8]1[CH2:21][CH:20](I)[CH2:19][C:9]21[CH2:18][CH2:17][C:12]1([O:16][CH2:15][CH2:14][O:13]1)[CH2:11][CH2:10]2)[C:2]1[CH:7]=[CH:6][CH:5]=[CH:4][CH:3]=1.O1C2(CCC(=O)CC2)OCC1>CO.[OH-].[OH-].[Pd+2]>[CH2:1]([N:8]1[CH2:21][CH2:20][CH2:19][C:9]21[CH2:18][CH2:17][C:12]1([O:16][CH2:15][CH2:14][O:13]1)[CH2:11][CH2:10]2)[C:2]1[CH:3]=[CH:4][CH:5]=[CH:6][CH:7]=1 |f:3.4.5|. Procedure details: A solution of 669 mg (1.62 mmol) of 9-benzyl-11-iodo-1,4-dioxa-9-aza-dispiro[4.2.4.2]tetradecane (prepared starting from 1,4-dioxa-spiro[4.5]decan-8-one according to the procedure published in J. Bonjoch et al., Tetrahedron Lett. 2003, 44, 8387) in methanol (30 mL) was treated with 50 mg of 20% palladium hydroxide on activated carbon and the mixture was stirred overnight under a hydrogen atmosphere (1 atm) at room temperature. The catalyst was removed by filtration, and the filtrate was evaporat... Reactants: CCOC(C)=O, C1CCCCC1, COc1cc2c(-c3cc4cccnc4n3S(=O)(=O)c3ccc(C)cc3)cn(C)c2cc1O, CN(C)C=O, ClCCOCCCl, [H-], [Na+], O. Product: COc1cc2c(-c3cc4cccnc4n3S(=O)(=O)c3ccc(C)cc3)cn(C)c2cc1OCCOCCCl. As a reaction SMILES: [C:42]([O:43][CH2:44][CH3:45])(=[O:46])[CH3:47].[CH2:48]1[CH2:49][CH2:50][CH2:51][CH2:52][CH2:53]1.[CH3:1][O:2][c:3]1[cH:4][c:5]2[c:6](-[c:14]3[cH:15][c:16]4[c:17]([n:18][cH:19][cH:20][cH:21]4)[n:22]3[S:23](=[O:24])(=[O:25])[c:26]3[cH:27][cH:28][c:29]([CH3:32])[cH:30][cH:31]3)[cH:7][n:8]([CH3:13])[c:9]2[cH:10][c:11]1[OH:12].[CH3:54][N:55]([CH3:56])[CH:57]=[O:58].[Cl:35][CH2:36][CH2:37][O:38][CH2:39][CH2:40][Cl:41].[H-:33].[Na+:34].[OH2:59]>>[CH3:1][O:2][c:3]1[cH:4][c:5]2[c:6](-[c:14]3[cH:15][c:16]4[c:17]([n:18][cH:19][cH:20][cH:21]4)[n:22]3[S:23](=[O:24])(=[O:25])[c:26]3[cH:27][cH:28][c:29]([CH3:32])[cH:30][cH:31]3)[cH:7][n:8]([CH3:13])[c:9]2[cH:10][c:11]1[O:12][CH2:40][CH2:39][O:38][CH2:37][CH2:36][Cl:35].